Dataset: the Open Reaction Database (ORD), a public repository of structured organic reaction records. Task: describe an organic reaction: reactants, conditions, products, and yield Product: CCCCCCCN(Cc1ccc(F)cc1F)C(=O)COc1ccc(CCOc2ccccc2C(=O)OC)cc1OC. Reactants: O=C([O-])[O-], CCCCCCCN(Cc1ccc(F)cc1F)C(=O)COc1ccc(CCOS(C)(=O)=O)cc1OC, COC(=O)c1ccccc1O, CC#N, [K+], [K+]. As a reaction SMILES: [C:48](=[O:49])([O-:50])[O-:51].[CH3:1][S:2](=[O:3])(=[O:4])[O:5][CH2:6][CH2:7][c:8]1[cH:9][c:10]([O:35][CH3:36])[c:11]([O:14][CH2:15][C:16](=[O:17])[N:18]([CH2:19][CH2:20][CH2:21][CH2:22][CH2:23][CH2:24][CH3:25])[CH2:26][c:27]2[c:28]([F:34])[cH:29][c:30]([F:33])[cH:31][cH:32]2)[cH:12][cH:13]1.[CH3:37][O:38][C:39]([c:40]1[c:41]([OH:46])[cH:42][cH:43][cH:44][cH:45]1)=[O:47].[CH3:54][C:55]#[N:56].[K+:52].[K+:53]>>[O:5]([CH2:6][CH2:7][c:8]1[cH:9][c:10]([O:35][CH3:36])[c:11]([O:14][CH2:15][C:16](=[O:17])[N:18]([CH2:19][CH2:20][CH2:21][CH2:22][CH2:23][CH2:24][CH3:25])[CH2:26][c:27]2[c:28]([F:34])[cH:29][c:30]([F:33])[cH:31][cH:32]2)[cH:12][cH:13]1)[c:41]1[c:40]([C:39]([O:38][CH3:37])=[O:47])[cH:45][cH:44][cH:43][cH:42]1.